This data is from the Open Reaction Database (ORD), a public repository of structured organic reaction records. The task is: describe an organic reaction: reactants, conditions, products, and yield Reactants: ClC1=C(C=CC=C1)C1=CC=C(O1)C=O (5-(2-chloro-phenyl)furan-2-aldehyde), S1C(NC(C1)=O)=O (2,4-thiazolidinedione). The product is ClC1=C(C=CC=C1)C1=CC=C(O1)\C=C/1\C(NC(S1)=O)=O ((5Z)-5-{[5-(2-chlorophenyl)-2-furyl]methylene}-1,3-thiazolidine-2,4-dione). As a reaction SMILES: [Cl:1][C:2]1[CH:7]=[CH:6][CH:5]=[CH:4][C:3]=1[C:8]1[O:12][C:11]([CH:13]=O)=[CH:10][CH:9]=1.[S:15]1[CH2:19][C:18](=[O:20])[NH:17][C:16]1=[O:21]>>[Cl:1][C:2]1[CH:7]=[CH:6][CH:5]=[CH:4][C:3]=1[C:8]1[O:12][C:11](/[CH:13]=[C:19]2/[C:18](=[O:20])[NH:17][C:16](=[O:21])[S:15]/2)=[CH:10][CH:9]=1. Reported procedure: The titled compound was prepared by the condensation of 5-(5-(2-chloro-phenyl)furan-2-aldehyde (1.0 g) with 2,4-thiazolidinedione (0.68 g) using the procedure described in Step B of EXAMPLE 1. Reactants: C([O-])(O)=O.[Na+] (sodium bicarbonate), Cl.NCC(C)C1=C(C=C(C=C1)OC)F (1-amino-2-(2-fluoro-4-methoxyphenyl)propane hydrochloride), Br (Hydrobromic acid). The solvent is C(Cl)(Cl)Cl (chloroform). Product: Br.FC=1C=C(C=CC1C(CN)C)O (3-fluoro-4-(2-amino-1-methylethyl)phenol hydrobromide). The yield is 95.0%. As a reaction SMILES: Cl.[NH2:2][CH2:3][CH:4]([C:6]1[CH:11]=[CH:10][C:9]([O:12]C)=[CH:8][C:7]=1[F:14])[CH3:5].C(=O)(O)[O-].[Na+].[BrH:20]>C(Cl)(Cl)Cl>[BrH:20].[F:14][C:7]1[CH:8]=[C:9]([OH:12])[CH:10]=[CH:11][C:6]=1[CH:4]([CH3:5])[CH2:3][NH2:2] |f:0.1,2.3,6.7|. Procedure details: 4.19 g of 1-amino-2-(2-fluoro-4-methoxyphenyl)propane hydrochloride are neutralized with a mixture of chloroform and an aqueous sodium bicarbonate solution. The chloroform layer is separated therefrom and condensed to dryness. Hydrobromic acid is added to the residue, and the mixture is refluxed. Then, the reaction mixture is evaporated, and the residue is recrystallized from a mixture of isopropylalcohol and isopropylether. 4.53 g of 3-fluoro-4-(2-amino-1-methylethyl)phenol hydrobromide are obt... The reactants are COC=1C=C(C(=O)NC2=CC=C(C(=O)O)C=C2)C=C(C1OC)NS(=O)(=O)C1=CC(=CC=C1)C(F)(F)F (4-[3,4-Dimethoxy-5-(3-trifluoromethyl-benzenesulfonylamino)-benzoylamino]-benzoic acid), FC(C=1C=C(C=CC1)S(=O)(=O)Cl)(F)F (3-trifluoromethyl-benzenesulfonyl chloride). The product is C(C)OC(C1=CC=C(C=C1)NC(C1=CC(=C(C(=C1)NS(=O)(=O)C1=CC(=CC=C1)C(F)(F)F)OC)OC)=O)=O (4-[3,4-dimethoxy-5-(3-trifluoromethyl-benzenesulfonylamino)-benzoylamino]-benzoic acid ethyl ester). RXN SMILES: [CH3:1][O:2][C:3]1[CH:4]=[C:5]([CH:18]=[C:19]([NH:23][S:24]([C:27]2[CH:32]=[CH:31][CH:30]=[C:29]([C:33]([F:36])([F:35])[F:34])[CH:28]=2)(=[O:26])=[O:25])[C:20]=1[O:21][CH3:22])[C:6]([NH:8][C:9]1[CH:17]=[CH:16][C:12]([C:13]([OH:15])=[O:14])=[CH:11][CH:10]=1)=[O:7].F[C:38](F)(F)[C:39]1C=C(S(Cl)(=O)=O)C=CC=1>>[CH2:38]([O:14][C:13](=[O:15])[C:12]1[CH:16]=[CH:17][C:9]([NH:8][C:6](=[O:7])[C:5]2[CH:18]=[C:19]([NH:23][S:24]([C:27]3[CH:32]=[CH:31][CH:30]=[C:29]([C:33]([F:36])([F:35])[F:34])[CH:28]=3)(=[O:26])=[O:25])[C:20]([O:21][CH3:22])=[C:3]([O:2][CH3:1])[CH:4]=2)=[CH:10][CH:11]=1)[CH3:39]. Reported procedure: 4-[3,4-Dimethoxy-5-(3-trifluoromethyl-benzenesulfonylamino)-benzoylamino]-benzoic acid, MS (ISP): m/e=523.1 (M−H), was prepared in analogy to example 31, steps A to D. Step C was performed using 3-trifluoromethyl-benzenesulfonyl chloride and yielded 4-[3,4-dimethoxy-5-(3-trifluoromethyl-benzenesulfonylamino)-benzoylamino]-benzoic acid ethyl ester, which was hydrolyzed in step D. Reactants: BrB(Br)Br, COc1cccc(CC2CN(S(=O)(=O)c3cccs3)CCN2c2ccc(C(O)(C(F)(F)F)C(F)(F)F)cc2)c1, [Na+], O=C([O-])O. Yields the product O=S(=O)(c1cccs1)N1CCN(c2ccc(C(O)(C(F)(F)F)C(F)(F)F)cc2)C(Cc2cccc(O)c2)C1. RXN SMILES: [B:40]([Br:41])([Br:42])[Br:43].[F:1][C:2]([C:3]([C:4]([F:5])([F:6])[F:7])([OH:8])[c:9]1[cH:10][cH:11][c:12]([N:15]2[CH:16]([CH2:29][c:30]3[cH:31][c:32]([O:36][CH3:37])[cH:33][cH:34][cH:35]3)[CH2:17][N:18]([S:21](=[O:22])(=[O:23])[c:24]3[s:25][cH:26][cH:27][cH:28]3)[CH2:19][CH2:20]2)[cH:13][cH:14]1)([F:38])[F:39].[Na+:48].[O-:44][C:45]([OH:46])=[O:47]>>[F:1][C:2]([C:3]([C:4]([F:5])([F:6])[F:7])([OH:8])[c:9]1[cH:10][cH:11][c:12]([N:15]2[CH:16]([CH2:29][c:30]3[cH:31][c:32]([OH:36])[cH:33][cH:34][cH:35]3)[CH2:17][N:18]([S:21](=[O:22])(=[O:23])[c:24]3[s:25][cH:26][cH:27][cH:28]3)[CH2:19][CH2:20]2)[cH:13][cH:14]1)([F:38])[F:39]. Reactants: C(C1=CC=CC=C1)OC1=CC(NC=C1)=O (4-benzyloxy-1H-pyridin-2-one), C([O-])([O-])=O.[Cs+].[Cs+] (cesium carbonate), C(C)(C)(C)OC(=O)N1CC2=CC(=CC=C2CC1)CCOS(=O)(=O)C1=CC=C(C=C1)C (7-[2-(toluene-4-sulfonyloxy)ethyl]-3,4-dihydro-1H-isoquinoline-2-carboxylic acid tert-butyl ester). Run in CN(C)C=O (DMF). Conditions: time 8 hour. Yields the product C(C)(C)(C)OC(=O)N1CC2=CC(=CC=C2CC1)CCN1C(C=C(C=C1)OCC1=CC=CC=C1)=O (7-[2-(4-Benzyloxy-2-oxo-2H-pyridin-1-yl)-ethyl]-3,4-dihydro-1H-isoquinoline-2-carboxylic Acid Tert-Butyl Ester). RXN SMILES: [CH2:1]([O:8][C:9]1[CH:14]=[CH:13][NH:12][C:11](=[O:15])[CH:10]=1)[C:2]1[CH:7]=[CH:6][CH:5]=[CH:4][CH:3]=1.C(=O)([O-])[O-].[Cs+].[Cs+].[C:22]([O:26][C:27]([N:29]1[CH2:38][CH2:37][C:36]2[C:31](=[CH:32][C:33]([CH2:39][CH2:40]OS(C3C=CC(C)=CC=3)(=O)=O)=[CH:34][CH:35]=2)[CH2:30]1)=[O:28])([CH3:25])([CH3:24])[CH3:23]>CN(C=O)C>[C:22]([O:26][C:27]([N:29]1[CH2:38][CH2:37][C:36]2[C:31](=[CH:32][C:33]([CH2:39][CH2:40][N:12]3[CH:13]=[CH:14][C:9]([O:8][CH2:1][C:2]4[CH:3]=[CH:4][CH:5]=[CH:6][CH:7]=4)=[CH:10][C:11]3=[O:15])=[CH:34][CH:35]=2)[CH2:30]1)=[O:28])([CH3:25])([CH3:24])[CH3:23] |f:1.2.3|. Reported procedure: To 450 mg (2.24 mmol) 4-benzyloxy-1H-pyridin-2-one in 2.2 mL DMF at 0° C. is added 1.46 g (4.47 mmol) cesium carbonate and after 15 min 1.00 g (2.32 mmol) 7-[2-(toluene-4-sulfonyloxy)ethyl]-3,4-dihydro-1H-isoquinoline-2-carboxylic acid tert-butyl ester (preparation 7). The reaction mixture is stirred overnight at RT, filtered and is directly transferred to reverse HPLC chromatography (Zorbax stable bond, C18; water (0.15% formic acid)/acetonitrile 95:5 to 5:95). Reactants: FC=1C=CC2=C(N(C(CO2)=O)C[C@@H](CI)C)C1 ((S)-6-Fluoro-4-(3-iodo-2-methylpropyl)-4H-benzo[1,4]oxazin-3-one), C(CCC)C1CC2CCC(C1)N2 (3-butyl-8-azabicyclo[3.2.1]octane). Solvent: CCCCCCC.CCOC(=O)C (Heptane EtOAc). The product is C(CCC)C1CC2CCC(C1)N2C[C@H](CN2C(COC1=C2C=C(C=C1)F)=O)C ((R)-4-[3-(3-Butyl-8-azabicyclo[3.2.1]oct-8-yl)-2-methylpropyl]-6-fluoro-4H-benzo[1,4]oxazin-3-one). Yield: 68.6%. As a reaction SMILES: [F:1][C:2]1[CH:3]=[CH:4][C:5]2[O:10][CH2:9][C:8](=[O:11])[N:7]([CH2:12][C@H:13]([CH3:16])[CH2:14]I)[C:6]=2[CH:17]=1.[CH2:18]([CH:22]1[CH2:28][CH:27]2[NH:29][CH:24]([CH2:25][CH2:26]2)[CH2:23]1)[CH2:19][CH2:20][CH3:21]>CCCCCCC.CCOC(C)=O>[CH2:18]([CH:22]1[CH2:23][CH:24]2[N:29]([CH2:14][C@@H:13]([CH3:16])[CH2:12][N:7]3[C:6]4[CH:17]=[C:2]([F:1])[CH:3]=[CH:4][C:5]=4[O:10][CH2:9][C:8]3=[O:11])[CH:27]([CH2:26][CH2:25]2)[CH2:28]1)[CH2:19][CH2:20][CH3:21] |f:2.3|. Procedure: The compound (S)-6-Fluoro-4-(3-iodo-2-methyl-propyl)-4H-benzo[1,4]oxazin-3-one (111MF04) (0.219 g, 0.6 mmol) and 3-butyl-8-azabicyclo[3.2.1]octane (0.10 g, 0.6 mmol) were mixed according to GP16. CC (SiO2; Heptane/EtOAc (4:1-4) gave the title compound (111MF26) (0.16 g, 58%). 1H NMR (CDCl3) δ 7.16 (dd, J=2.8 Hz, J=10.0 Hz, 1H), 6.90 (dd, J=5.0 Hz, J=9.0 Hz, 1H), 6.69-6.63 (m, 1H), 4.58 (q, J=14.8 Hz, J=38.0 Hz, 2H), 4.10-3.93 (m, 2H), 3.16-3.06 (m, 2H), 2.33 (dd, J=4.0 Hz, J=12.8 Hz, 1H), 2.05 (... The reactants are CC(C)=O, Cc1nnc(CCl)n1-c1ccc(Cl)cc1C(=O)c1ccccc1, [I-], [Na+], O. Product: Cc1nnc(CI)n1-c1ccc(Cl)cc1C(=O)c1ccccc1. Reaction SMILES: [CH3:27][C:28](=[O:29])[CH3:30].[Cl:1][c:2]1[cH:3][cH:4][c:5](-[n:16]2[c:17]([CH2:22][Cl:23])[n:18][n:19][c:20]2[CH3:21])[c:6]([C:7](=[O:8])[c:9]2[cH:10][cH:11][cH:12][cH:13][cH:14]2)[cH:15]1.[I-:25].[Na+:24].[OH2:26]>>[Cl:1][c:2]1[cH:3][cH:4][c:5](-[n:16]2[c:17]([CH2:22][I:25])[n:18][n:19][c:20]2[CH3:21])[c:6]([C:7](=[O:8])[c:9]2[cH:10][cH:11][cH:12][cH:13][cH:14]2)[cH:15]1.